This data is from the Open Reaction Database (ORD), a public repository of structured organic reaction records. The task is: describe an organic reaction: reactants, conditions, products, and yield Reactants: C1CCOC1, C[Mg+], COCCn1c(-c2ccc(C(C)C)cc2)nc2cc(C=O)cc(OC)c21, [I-]. The product is COCCn1c(-c2ccc(C(C)C)cc2)nc2cc(C(C)O)cc(OC)c21. As a reaction SMILES: [CH2:30]1[O:31][CH2:32][CH2:33][CH2:34]1.[CH3:28][Mg+:29].[CH:1]([CH3:2])([CH3:3])[c:4]1[cH:5][cH:6][c:7](-[c:10]2[n:11][c:12]3[c:13]([n:14]2[CH2:15][CH2:16][O:17][CH3:18])[c:19]([O:25][CH3:26])[cH:20][c:21]([CH:23]=[O:24])[cH:22]3)[cH:8][cH:9]1.[I-:27]>>[CH:1]([CH3:2])([CH3:3])[c:4]1[cH:5][cH:6][c:7](-[c:10]2[n:11][c:12]3[c:13]([n:14]2[CH2:15][CH2:16][O:17][CH3:18])[c:19]([O:25][CH3:26])[cH:20][c:21]([CH:23]([OH:24])[CH3:28])[cH:22]3)[cH:8][cH:9]1. The reactants are O=C([O-])C=CC(=O)[O-], CCOCC, OC1CCN(c2ccccc2)C12CCN(C1CCC3CCCc4cccc1c43)CC2, O=C(O)C=CC(=O)O. Product: O=C(O)C=CC(=O)O, O=C1CCN(c2ccccc2)C12CCN(C1CCC3CCCc4cccc1c43)CC2. Reaction SMILES: [C:31]([CH:32]=[CH:33][C:34](=[O:35])[O-:36])(=[O:37])[O-:38].[CH3:47][CH2:48][O:49][CH2:50][CH3:51].[CH:1]1([N:14]2[CH2:15][CH2:16][C:17]3([CH:18]([OH:28])[CH2:19][CH2:20][N:21]3[c:22]3[cH:23][cH:24][cH:25][cH:26][cH:27]3)[CH2:29][CH2:30]2)[CH2:2][CH2:3][CH:4]2[CH2:5][CH2:6][CH2:7][c:8]3[cH:9][cH:10][cH:11][c:12]1[c:13]32.[OH:39][C:40]([CH:41]=[CH:42][C:43](=[O:44])[OH:45])=[O:46]>>[C:31]([CH:32]=[CH:33][C:34](=[O:35])[OH:36])(=[O:37])[OH:38].[CH:1]1([N:14]2[CH2:15][CH2:16][C:17]3([C:18](=[O:28])[CH2:19][CH2:20][N:21]3[c:22]3[cH:23][cH:24][cH:25][cH:26][cH:27]3)[CH2:29][CH2:30]2)[CH2:2][CH2:3][CH:4]2[CH2:5][CH2:6][CH2:7][c:8]3[cH:9][cH:10][cH:11][c:12]1[c:13]32. Reactants: C(C)OC(=O)C1CCN(CC1)C(=O)C1=CC=C(CSC2=NC3=CC=CC(=C3C(N2C)=O)C)C=C1 (2-[4-(4-ethoxycarbonylpiperidylcarbonyl)benzylthio]-3,5-dimethyl-4(3H)-quinazolinone), [Li+].[BH4-] (LiBH4). The solvent is C1CCOC1 (THF). Run at time 30 minute. Product: OCC1CCN(CC1)C(=O)C1=CC=C(CSC2=NC3=CC=CC(=C3C(N2C)=O)C)C=C1 (2-(4-(4-Hydroxymethylpiperidylcarbonyl)benzylthio)-3,5-dimethyl-4(3H)-quinazolinone). Isolated yield 57.1%. Reaction SMILES: C([O:3][C:4]([CH:6]1[CH2:11][CH2:10][N:9]([C:12]([C:14]2[CH:34]=[CH:33][C:17]([CH2:18][S:19][C:20]3[N:29]([CH3:30])[C:28](=[O:31])[C:27]4[C:22](=[CH:23][CH:24]=[CH:25][C:26]=4[CH3:32])[N:21]=3)=[CH:16][CH:15]=2)=[O:13])[CH2:8][CH2:7]1)=O)C.[Li+].[BH4-]>C1COCC1>[OH:3][CH2:4][CH:6]1[CH2:7][CH2:8][N:9]([C:12]([C:14]2[CH:15]=[CH:16][C:17]([CH2:18][S:19][C:20]3[N:29]([CH3:30])[C:28](=[O:31])[C:27]4[C:22](=[CH:23][CH:24]=[CH:25][C:26]=4[CH3:32])[N:21]=3)=[CH:33][CH:34]=2)=[O:13])[CH2:10][CH2:11]1 |f:1.2|. Reported procedure: In THF (25 ml) was dissolved 2-[4-(4-ethoxycarbonylpiperidylcarbonyl)benzylthio]-3,5-dimethyl-4(3H)-quinazolinone (3.593 g) followed by addition of LiBH4 (254 mg), and the mixture was stirred for 30 minutes. This reaction mixture was washed with 1N-HCl and saturated aqueous NaCl solution in that order, dried, and concentrated. The residue was rinsed with ethyl acetate to provide the title compound as colorless-solid (1.871 g).